This data is from the Open Reaction Database (ORD), a public repository of structured organic reaction records. The task is: describe an organic reaction: reactants, conditions, products, and yield Starting materials: BrCCCl (1-bromo-2-chloroethane), C1(=CC=CC=C1)C=1N=CNC1C1=CC=CC=C1 (4,5-diphenylimidazole), [H-].[Na+] (NaH), O (water). The solvent is CN(C)C=O (DMF), CN(C)C=O (DMF), CN(C)C=O (DMF). Reaction conditions: temperature 60 celsius. Product: ClCCN1C=NC(=C1C1=CC=CC=C1)C1=CC=CC=C1 (1-(2-chloroethyl)-4,5-diphenylimidazole). Yield: 17.7%. As a reaction SMILES: [C:1]1([C:7]2[N:8]=[CH:9][NH:10][C:11]=2[C:12]2[CH:17]=[CH:16][CH:15]=[CH:14][CH:13]=2)[CH:6]=[CH:5][CH:4]=[CH:3][CH:2]=1.[H-].[Na+].Br[CH2:21][CH2:22][Cl:23].O>CN(C=O)C>[Cl:23][CH2:22][CH2:21][N:8]1[C:7]([C:1]2[CH:6]=[CH:5][CH:4]=[CH:3][CH:2]=2)=[C:11]([C:12]2[CH:13]=[CH:14][CH:15]=[CH:16][CH:17]=2)[N:10]=[CH:9]1 |f:1.2|. Procedure: Step 1): A solution of 4,5-diphenylimidazole (2.5 g, 11.3 mmol) in dry DMF (20 ml) was added to a suspension of NaH (0.33 g, 13.8 mmol) in dry DMF (5 ml) at 50° C. under nitrogen atmosphere. The reaction mixture was heated at 60° C. for 2 hours. After heating, the mixture was added dropwise to a solution of 1-bromo-2-chloroethane (4.9 g, 33.9 mmol) in dry DMF (30 ml) over 1 hour at 50° C. The reaction mixture was heated continuously at 40° C. for 5 hours, then poured into water and extracted wit... Reaction conditions: time 30 minute. Reactants: NC1=CC(NC(N1NC1=C(C=CC=C1C)C)=O)=O (6-amino-1-(2,6-dimethylanilino)-2,4-pyrimidinedione), Cl (hydrochloric acid), cuprous chloride, N(=O)[O-].[Na+] (sodium nitrite). Reaction SMILES: N[C:2]1[N:7]([NH:8][C:9]2[C:14]([CH3:15])=[CH:13][CH:12]=[CH:11][C:10]=2[CH3:16])[C:6](=[O:17])[NH:5][C:4](=[O:18])[CH:3]=1.[ClH:19].N([O-])=O.[Na+]>O>[Cl:19][C:2]1[N:7]([NH:8][C:9]2[C:14]([CH3:15])=[CH:13][CH:12]=[CH:11][C:10]=2[CH3:16])[C:6](=[O:17])[NH:5][C:4](=[O:18])[CH:3]=1 |f:2.3|. The product is ClC1=CC(NC(N1NC1=C(C=CC=C1C)C)=O)=O (6-chloro-1-(2,6-dimethylanilino)-2,4-pyrimidinedione). Reported procedure: To 1 mole of 6-amino-1-(2,6-dimethylanilino)-2,4-pyrimidinedione dissolved in 3 moles of dilute aqueous hydrochloric acid cooled to 0°-5° in an ice bath is slowly added 1.1 mole of sodium nitrite (dissolved in water at 5°) with rapid stirring. After addition is complete, add dropwise but rapidly 1.1 mole cuprous chloride dissolved in water. Stir for 30 minutes, then heat to 50° for 1 hour. The mixture is cooled to RT and filtered to obtain 6-chloro-1-(2,6-dimethylanilino)-2,4-pyrimidinedione. Solvent: O (water). Product: CC1=NOC(=N1)C(=O)NCCC1=CC=C(C=C1)S(=O)(=O)N (p-(β-(3-methyl-1,2,4-oxadiazole-5-carbonylamino)ethyl]-benzenesulfonamide). Reported procedure: Following the procedure of Example 1A but employing as reactants 3-methyl-1,2,4-oxadiazole-5-carboxylic acid ethyl ester and p-(β-aminoethyl)-benzenesulfonamide, there is obtained p-(β-(3-methyl-1,2,4-oxadiazole-5-carbonylamino)ethyl]-benzenesulfonamide, M.P. 218°-220°C. Starting materials: C(C)OC(=O)C1=NC(=NO1)C (3-methyl-1,2,4-oxadiazole-5-carboxylic acid ethyl ester), NCCC1=CC=C(C=C1)S(=O)(=O)N (p-(β-aminoethyl)-benzenesulfonamide). As a reaction SMILES: C(O[C:4]([C:6]1[O:10][N:9]=[C:8]([CH3:11])[N:7]=1)=[O:5])C.[NH2:12][CH2:13][CH2:14][C:15]1[CH:20]=[CH:19][C:18]([S:21]([NH2:24])(=[O:23])=[O:22])=[CH:17][CH:16]=1>>[CH3:11][C:8]1[N:7]=[C:6]([C:4]([NH:12][CH2:13][CH2:14][C:15]2[CH:16]=[CH:17][C:18]([S:21]([NH2:24])(=[O:22])=[O:23])=[CH:19][CH:20]=2)=[O:5])[O:10][N:9]=1. The reactants are Cc1cc(OCc2ccc(F)cc2F)c(Br)c(=O)[nH]1, BrCc1cccc(CBr)c1, C1COCCO1, [H-], [Na+]. The product is Cc1cc(OCc2ccc(F)cc2F)c(Br)c(=O)n1Cc1cccc(CBr)c1. As a reaction SMILES: [Br:1][c:2]1[c:3](=[O:19])[nH:4][c:5]([CH3:18])[cH:6][c:7]1[O:8][CH2:9][c:10]1[c:11]([F:17])[cH:12][c:13]([F:16])[cH:14][cH:15]1.[Br:20][CH2:21][c:22]1[cH:23][c:24]([CH2:28][Br:29])[cH:25][cH:26][cH:27]1.[CH2:32]1[O:33][CH2:34][CH2:35][O:36][CH2:37]1.[H-:30].[Na+:31]>>[Br:1][c:2]1[c:3](=[O:19])[n:4]([CH2:28][c:24]2[cH:23][c:22]([CH2:21][Br:20])[cH:27][cH:26][cH:25]2)[c:5]([CH3:18])[cH:6][c:7]1[O:8][CH2:9][c:10]1[c:11]([F:17])[cH:12][c:13]([F:16])[cH:14][cH:15]1. Reactants: CCC(CC)COC(C1=CC=CC=C1)(C2=CC=CC=C2)C(=O)N(C)CC[NH+](C)C.[Cl-] (X-100), CC(=O)O.C(C(CO)(CO)N)O (Tris/acetate), S1C(=CC=C1)C1(CCCCC1)N1CCCCC1 (TCP). Conditions: time 30 minute. The product is CN[C@H](CC(=O)O)C(=O)O (NMDA). As a reaction SMILES: S1C=CC=C1C1(N2CCCCC2)CCCCC1.CCC(C[O:24][C:25]([C:38]([N:40]([CH2:42]C[NH+](C)C)C)=O)(C1C=CC=CC=1)C1C=CC=CC=1)CC.[Cl-].[CH3:48][C:49]([OH:51])=[O:50].C(O)C(N)(CO)C[OH:55]>>[CH3:42][NH:40][C@@H:38]([C:25]([OH:24])=[O:55])[CH2:48][C:49]([OH:51])=[O:50] |f:1.2,3.4|. Reported procedure: The effect on the TCP (1-[1-(2-thienyl)-cyclohexyl]piperidine) binding was measured in rat brain synaptic membranes (SPM) prepared as previously described [J. B. Monahan & J. Michel; J. Neurochem. 48:1699-1708 (1987)]. Prior to their use in the binding assay, frozen SPM were thawed, diluted twenty fold with 50 mM Tris/acetate (pH 7.4 containing 0.04% (v/v) TritOn X-100), incubated for 30 min. at 37° C. and centrifuged at 95,000×g for 15 min. The Triton X-100 treated SPM were washed with 5 mM Tri...